Dataset: the Open Reaction Database (ORD), a public repository of structured organic reaction records. Task: describe an organic reaction: reactants, conditions, products, and yield Starting materials: CC(=O)O, O=S(=O)(Nc1cc(F)ccc1F)c1ccccc1, O=N[O-], [Na+], O, O=[N+]([O-])O. Product: O=[N+]([O-])c1cc(F)c(NS(=O)(=O)c2ccccc2)cc1F. As a reaction SMILES: [CH3:1][C:2](=[O:3])[OH:4].[F:9][c:10]1[c:11]([NH:12][S:13](=[O:14])(=[O:15])[c:16]2[cH:17][cH:18][cH:19][cH:20][cH:21]2)[cH:22][c:23]([F:26])[cH:24][cH:25]1.[N:5](=[O:6])[O-:7].[Na+:8].[OH2:31].[OH:27][N+:28](=[O:29])[O-:30]>>[N+:5](=[O:6])([O-:7])[c:24]1[c:23]([F:26])[cH:22][c:11]([NH:12][S:13](=[O:14])(=[O:15])[c:16]2[cH:17][cH:18][cH:19][cH:20][cH:21]2)[c:10]([F:9])[cH:25]1. Reactants: O=[N+]([O-])c1ccc2[nH]nc(Br)c2c1, CCO, O, O, Cl[Sn]Cl. Yields the product Nc1ccc2[nH]nc(Br)c2c1. RXN SMILES: [Br:1][c:2]1[n:3][nH:4][c:5]2[cH:6][cH:7][c:8]([N+:11]([O-:12])=[O:13])[cH:9][c:10]12.[CH3:19][CH2:20][OH:21].[OH2:17].[OH2:18].[Sn:14]([Cl:15])[Cl:16]>>[Br:1][c:2]1[n:3][nH:4][c:5]2[cH:6][cH:7][c:8]([NH2:11])[cH:9][c:10]12. The reactants are C(C)OC(=O)C1CCN(CC1)C1=CC=C(C=C1)[N+](=O)[O-] (1-(4-nitrophenyl)piperidine-4-carboxylic acid ethyl ester), O (water), Cl (hydrochloric acid), [OH-].[Na+] (sodium hydroxide). Solvent: C(C)O (ethanol). Procedure details: The 1-(4-nitrophenyl)piperidine-4-carboxylic acid ethyl ester (2.78 g, 10 mmol) obtained in Example 2(1) was dissolved in ethanol (10 ml), and a 4 N sodium hydroxide aqueous solution (5 ml, 20 mmol) was added thereto. The mixture was refluxed under heat for 1 hour. After cooling to room temperature, water (30 ml) and 2 N hydrochloric acid (10 ml) were added to the mixture, and the precipitate was collected by filtration, thereby obtaining 1-(4-nitrophenyl)piperidine-4-carboxylic acid (2.47 g, 97... RXN SMILES: C([O:3][C:4]([CH:6]1[CH2:11][CH2:10][N:9]([C:12]2[CH:17]=[CH:16][C:15]([N+:18]([O-:20])=[O:19])=[CH:14][CH:13]=2)[CH2:8][CH2:7]1)=[O:5])C.[OH-].[Na+].O.Cl>C(O)C>[N+:18]([C:15]1[CH:16]=[CH:17][C:12]([N:9]2[CH2:8][CH2:7][CH:6]([C:4]([OH:5])=[O:3])[CH2:11][CH2:10]2)=[CH:13][CH:14]=1)([O-:20])=[O:19] |f:1.2|. Yields the product [N+](=O)([O-])C1=CC=C(C=C1)N1CCC(CC1)C(=O)O (1-(4-nitrophenyl)piperidine-4-carboxylic acid). Reactants: [OH-].[Li+] (lithium hydroxide), COC1=CC=C(C=C1)N1N=C(C=C1C(=O)OC)SC (methyl 1-(4-methoxyphenyl)-3-methylthio-1H-pyrazole-5-carboxylate). Solvent: CO (MeOH). Reaction conditions: time 21 hour. Product: COC1=CC=C(C=C1)N1N=C(C=C1C(=O)O)SC (1-(4-Methoxyphenyl)-3-methylthio-1H-pyrazole-5-carboxylic acid). Yield: 98.9%. RXN SMILES: [OH-].[Li+].[CH3:3][O:4][C:5]1[CH:10]=[CH:9][C:8]([N:11]2[C:15]([C:16]([O:18]C)=[O:17])=[CH:14][C:13]([S:20][CH3:21])=[N:12]2)=[CH:7][CH:6]=1>CO>[CH3:3][O:4][C:5]1[CH:6]=[CH:7][C:8]([N:11]2[C:15]([C:16]([OH:18])=[O:17])=[CH:14][C:13]([S:20][CH3:21])=[N:12]2)=[CH:9][CH:10]=1 |f:0.1|. Reported procedure: A solution of lithium hydroxide (4.5 mL, 1.0 M, 4.5 mmol) was added to a suspension of methyl 1-(4-methoxyphenyl)-3-methylthio-1H-pyrazole-5-carboxylate (840 mg, 3.0 mmol) in MeOH (30 mL) and stirred at room temperatureerature for 21 hours. The resulting mixture was concentrated and partitioned between EtOAc and H2O. The organic layer was removed, and the aqueous layer was acidified with 1M HCl and extracted twice with EtOAc. The combined organic extracts were dried over Na2SO4, filtered, and ev... The reactants are C1(=CC=CC=C1)C(C1=CC=CC=C1)OC(=O)C12C(=CC3C2(CC2C(CCC2C1(C3)C=O)C)COC31OC2C(O3)OC(C2OCCCCCCCCCCCCCCCC)C1O[Si](C)(C)C(C)(C)C)C(C)C (8a-[[[6-(cetyloxy)tetrahydro-7-t-butyldimethylsilyloxy-2,5-methanofuro[2,3-d]-1,3-dioxol-2-yl]oxy]methyl]-4-formyl-4,4a,5,6,7,7a,8,8a-octahydro-7-methyl-3-(1-methylethyl)-1,4-methano-s-indacene-3a(1H)-carboxylic acid diphenylmethyl ester), [F-].C(CCC)[N+](CCCC)(CCCC)CCCC.O1CCCC1 (tetrabutylammonium fluoride tetrahydrofuran). Solvent: O1CCCC1 (tetrahydrofuran). Product: C1(=CC=CC=C1)C(C1=CC=CC=C1)OC(=O)C12C(=CC3C2(CC2C(CCC2C1(C3)C=O)C)COC31OC2C(O3)OC(C2OCCCCCCCCCCCCCCCC)C1O)C(C)C (8a-[[[6-(cetyloxy)tetrahydro-7-hydroxy-2,5-methanofuro[2,3-d]-1,3-dioxol-2-yl]oxy]methyl]-4-formyl-4,4a,5,6,7,7a,8,8a-octahydro-7-methyl-3-(1-methylethyl)-1,4-methano-s-indacene-3a(1H)-carboxylic acid diphenylmethyl ester). The yield is 58.7%. Reaction SMILES: [C:1]1([CH:7]([O:14][C:15]([C:17]23[C:28]4([CH:30]=[O:31])[CH2:29][CH:20]([C:21]2([CH2:33][O:34][C:35]25[CH:60]([O:61][Si](C(C)(C)C)(C)C)[CH:41]6[CH:42]([O:43][CH2:44][CH2:45][CH2:46][CH2:47][CH2:48][CH2:49][CH2:50][CH2:51][CH2:52][CH2:53][CH2:54][CH2:55][CH2:56][CH2:57][CH2:58][CH3:59])[CH:37]([CH:38]([O:40]6)[O:39]2)[O:36]5)[CH2:22][CH:23]2[CH:27]4[CH2:26][CH2:25][CH:24]2[CH3:32])[CH:19]=[C:18]3[CH:69]([CH3:71])[CH3:70])=[O:16])[C:8]2[CH:13]=[CH:12][CH:11]=[CH:10][CH:9]=2)[CH:6]=[CH:5][CH:4]=[CH:3][CH:2]=1.[F-].C([N+](CCCC)(CCCC)CCCC)CCC.O1CCCC1>O1CCCC1>[C:1]1([CH:7]([O:14][C:15]([C:17]23[C:28]4([CH:30]=[O:31])[CH2:29][CH:20]([C:21]2([CH2:33][O:34][C:35]25[CH:60]([OH:61])[CH:41]6[CH:42]([O:43][CH2:44][CH2:45][CH2:46][CH2:47][CH2:48][CH2:49][CH2:50][CH2:51][CH2:52][CH2:53][CH2:54][CH2:55][CH2:56][CH2:57][CH2:58][CH3:59])[CH:37]([CH:38]([O:40]6)[O:39]2)[O:36]5)[CH2:22][CH:23]2[CH:27]4[CH2:26][CH2:25][CH:24]2[CH3:32])[CH:19]=[C:18]3[CH:69]([CH3:70])[CH3:71])=[O:16])[C:8]2[CH:9]=[CH:10][CH:11]=[CH:12][CH:13]=2)[CH:6]=[CH:5][CH:4]=[CH:3][CH:2]=1 |f:1.2.3|. Reported procedure: 43.3 mg of compound (51) was stirred together with 435 μl of dry tetrahydrofuran and 65.3 μl of 1M tetrabutylammonium fluoride-tetrahydrofuran solution at room temperature for 1 hour. The reaction solution was concentrated in vacuo to give the crude product. The reaction product was charged onto a silica gel column (Kieselgel 60, Merck, 1.0φ×20 cm) and eluted with n-hexane-ethyl acetate (8:1) to give 22.5 mg of compound (52) as a colorless oily substance.